Dataset: the Open Reaction Database (ORD), a public repository of structured organic reaction records. Task: describe an organic reaction: reactants, conditions, products, and yield Reactants: P(O)(O)(O)=O (Phosphoric acid), OP(=O)(O)O (H3PO4), C(C)N1N=CC=2C1=NC(=C(C2NC2CCOCC2)CNC(C2=CC=C(C=C2)NC(CCCCCCCN(C)CCO)=O)=O)CC (N-{[1,6-Diethyl-4-(tetrahydro-2H-pyran-4-ylamino)-1H-pyrazolo[3,4-b]pyridin-5-yl]methyl}-4-({8-[(2-hydroxyethyl)(methyl)amino]octanoyl}amino)benzamide). Run in O (water), C(C(C)C)C(=O)C (methyl isobutyl ketone), C(C(C)C)C(=O)C (Methyl isobutyl ketone). Reaction conditions: time 2 day. The product is P(=O)(O)(O)O.C(C)N1N=CC=2C1=NC(=C(C2NC2CCOCC2)CNC(C2=CC=C(C=C2)NC(CCCCCCCN(C)CCO)=O)=O)CC (N-{[1,6-Diethyl-4-(tetrahydro-2H-pyran-4-ylamino)-1H-pyrazolo[3,4-b]pyridin-5-yl]methyl}-4-({8-[(2-hydroxyethyl)(methyl)amino]octanoyl}amino)benzamide phosphate). As a reaction SMILES: [CH2:1]([N:3]1[C:7]2=[N:8][C:9]([CH2:44][CH3:45])=[C:10]([CH2:19][NH:20][C:21](=[O:43])[C:22]3[CH:27]=[CH:26][C:25]([NH:28][C:29](=[O:42])[CH2:30][CH2:31][CH2:32][CH2:33][CH2:34][CH2:35][CH2:36][N:37]([CH2:39][CH2:40][OH:41])[CH3:38])=[CH:24][CH:23]=3)[C:11]([NH:12][CH:13]3[CH2:18][CH2:17][O:16][CH2:15][CH2:14]3)=[C:6]2[CH:5]=[N:4]1)[CH3:2].[P:46](=[O:50])([OH:49])([OH:48])[OH:47]>C(C(C)=O)C(C)C.O>[P:46]([OH:50])([OH:49])([OH:48])=[O:47].[CH2:1]([N:3]1[C:7]2=[N:8][C:9]([CH2:44][CH3:45])=[C:10]([CH2:19][NH:20][C:21](=[O:43])[C:22]3[CH:27]=[CH:26][C:25]([NH:28][C:29](=[O:42])[CH2:30][CH2:31][CH2:32][CH2:33][CH2:34][CH2:35][CH2:36][N:37]([CH2:39][CH2:40][OH:41])[CH3:38])=[CH:24][CH:23]=3)[C:11]([NH:12][CH:13]3[CH2:14][CH2:15][O:16][CH2:17][CH2:18]3)=[C:6]2[CH:5]=[N:4]1)[CH3:2] |f:4.5|. Reported procedure: N-{[1,6-Diethyl-4-(tetrahydro-2H-pyran-4-ylamino)-1H-pyrazolo[3,4-b]pyridin-5-yl]methyl}-4-({8-[(2-hydroxyethyl)(methyl)amino]octanoyl}amino)benzamide [the “free base”, 100 mg, about 0.161 mmol, as a substantially amorphous form thereof, as prepared in Example 1B (alternative preparation no. 2)] was suspended in methyl isobutyl ketone (MIBK, 1 ml), producing a slightly turbid solution. Phosphoric acid (H3PO4, 85 wt % solution in water (commercially available e.g. from Aldrich), 7.9 microliters, ... Starting materials: C=CC1(C(=O)O)Cc2ccccc2C1, O=S(Cl)Cl. The product is C=CC1(C(=O)O)Cc2ccccc2C1, [Cl-]. As a reaction SMILES: [CH:1](=[CH2:2])[C:3]1([C:12](=[O:13])[OH:14])[CH2:4][c:5]2[cH:6][cH:7][cH:8][cH:9][c:10]2[CH2:11]1.[S:15]([Cl:16])([Cl:17])=[O:18]>>[CH:1](=[CH2:2])[C:3]1([C:12](=[O:13])[OH:14])[CH2:4][c:5]2[cH:6][cH:7][cH:8][cH:9][c:10]2[CH2:11]1.[Cl-:17]. Reaction conditions: time 8 hour. Procedure: 3-Naphthylcarbonyl-5,5-diphenylimidazolidine-2,4-dione (200 mg) was dissolved in DMF (2 mL), benzyl bromide (45 mg) was added, and potassium carbonate (36 mg) was further added. The reaction solution was stirred at room temperature overnight. Ethyl acetate (100 mL) was added to the reaction solution, and the solution was washed with 1N hydrochloric acid, an aqueous saturated sodium bicarbonate solution and a saturated brine in turn. After the solution was dried over anhydrous magnesium sulfate, ... Reaction SMILES: [C:1]1([C:11]([N:13]2[C:17](=[O:18])[C:16]([C:25]3[CH:30]=[CH:29][CH:28]=[CH:27][CH:26]=3)([C:19]3[CH:24]=[CH:23][CH:22]=[CH:21][CH:20]=3)[NH:15][C:14]2=[O:31])=[O:12])[C:10]2[C:5](=[CH:6][CH:7]=[CH:8][CH:9]=2)[CH:4]=[CH:3][CH:2]=1.[CH2:32](Br)[C:33]1[CH:38]=[CH:37][CH:36]=[CH:35][CH:34]=1.C(=O)([O-])[O-].[K+].[K+].C(OCC)(=O)C>CN(C=O)C>[CH2:32]([N:15]1[C:16]([C:19]2[CH:24]=[CH:23][CH:22]=[CH:21][CH:20]=2)([C:25]2[CH:30]=[CH:29][CH:28]=[CH:27][CH:26]=2)[C:17](=[O:18])[N:13]([C:11]([C:1]2[C:10]3[C:5](=[CH:6][CH:7]=[CH:8][CH:9]=3)[CH:4]=[CH:3][CH:2]=2)=[O:12])[C:14]1=[O:31])[C:33]1[CH:38]=[CH:37][CH:36]=[CH:35][CH:34]=1 |f:2.3.4|. Yields the product C(C1=CC=CC=C1)N1C(N(C(C1(C1=CC=CC=C1)C1=CC=CC=C1)=O)C(=O)C1=CC=CC2=CC=CC=C12)=O (1-Benzyl-3-naphthylcarbonyl-5,5-diphenylimidazolidine -2,4-dione). Starting materials: C(C)(=O)OCC (Ethyl acetate), C1(=CC=CC2=CC=CC=C12)C(=O)N1C(NC(C1=O)(C1=CC=CC=C1)C1=CC=CC=C1)=O (3-Naphthylcarbonyl-5,5-diphenylimidazolidine-2,4-dione), C([O-])([O-])=O.[K+].[K+] (potassium carbonate), C(C1=CC=CC=C1)Br (benzyl bromide). Run in CN(C)C=O (DMF). Yield: 42.1%. Starting materials: C(C)(C)(C)C1=CC(=NO1)NC(=O)NC1=CC=C(C=C1)C=1N=C2SC3=C(N2C1)C=CC(=C3)OCCCl (1-(5-tert-butyl-isoxazol-3-yl)-3-{4-[7-(2-chloro-ethoxy)-benzo[d]imidazo[2,1-b]thiazol-2-yl]-phenyl}-urea), Cl.C(C)OC(CN)=O (glycine ethyl ester hydrochloride), C([O-])([O-])=O.[K+].[K+] (potassium carbonate), [I-].[Na+] (sodium iodide). Run in CN(C)C=O (DMF). Product: COC(CNCCOC1=CC2=C(N3C(S2)=NC(=C3)C3=CC=C(C=C3)NC(=O)NC3=NOC(=C3)C(C)(C)C)C=C1)=O ([2-(2-{4-[3-(5-tert-butyl-isoxazol-3-yl)-ureido]-phenyl}-benzo[d]imidazo[2,1-b]thiazol-7-yloxy)-ethylamino]-acetic acid methyl ester). As a reaction SMILES: [C:1]([C:5]1[O:9][N:8]=[C:7]([NH:10][C:11]([NH:13][C:14]2[CH:19]=[CH:18][C:17]([C:20]3[N:21]=[C:22]4[N:26]([CH:27]=3)[C:25]3[CH:28]=[CH:29][C:30]([O:32][CH2:33][CH2:34]Cl)=[CH:31][C:24]=3[S:23]4)=[CH:16][CH:15]=2)=[O:12])[CH:6]=1)([CH3:4])([CH3:3])[CH3:2].Cl.[CH2:37]([O:39][C:40](=[O:43])[CH2:41][NH2:42])C.C(=O)([O-])[O-].[K+].[K+].[I-].[Na+]>CN(C=O)C>[CH3:37][O:39][C:40](=[O:43])[CH2:41][NH:42][CH2:34][CH2:33][O:32][C:30]1[CH:29]=[CH:28][C:25]2[N:26]3[CH:27]=[C:20]([C:17]4[CH:18]=[CH:19][C:14]([NH:13][C:11]([NH:10][C:7]5[CH:6]=[C:5]([C:1]([CH3:4])([CH3:3])[CH3:2])[O:9][N:8]=5)=[O:12])=[CH:15][CH:16]=4)[N:21]=[C:22]3[S:23][C:24]=2[CH:31]=1 |f:1.2,3.4.5,6.7|. Procedure details: A mixture of 1-(5-tert-butyl-isoxazol-3-yl)-3-{4-[7-(2-chloro-ethoxy)-benzo[d]imidazo[2,1-b]thiazol-2-yl]-phenyl}-urea (1 equivalent), glycine ethyl ester hydrochloride (1-3 equivalents), potassium carbonate (2-6 equivalents), and sodium iodide (2-5 equivalents) in anhydrous DMF is stirred at selected temperatures between rt and 80° C. until the reaction is substantially complete as monitored by LCMS or TLC. The mixture is partitioned between water and either dichloromethane or a mixture of isop... The reactants are C(C)(C)(C)OC(=O)N1[C@@H](CC(C1)=NOC)C(=O)O ((2S,4EZ)-1-(tert-butoxycarbonyl)-4-(methoxyimino)-2-pyrrolidinecarboxylic acid), N(=C=O)C1=CC(=CC=C1)C (1-isocyanato-3-methylbenzene), C(C)N1C2=CC=CC=C2C=2C=C(C=CC12)N (9-ethyl-9H-carbazol-3-amine). The product is C(C)N1C2=CC=CC=C2C=2C=C(C=CC12)NC(=O)[C@H]1N(CC(C1)=NOC)C(=O)NC1=CC(=CC=C1)C ((2S,4EZ)-N2-(9-ethyl-9H-carbazol-3-yl)-4-(methoxyimino)-N1-(3-methylphenyl)-1,2-pyrrolidinedicarboxamide). Reaction SMILES: C(O[C:6]([N:8]1[CH2:12][C:11](=[N:13][O:14][CH3:15])[CH2:10][C@H:9]1[C:16]([OH:18])=O)=[O:7])(C)(C)C.[N:19]([C:22]1[CH:27]=[CH:26][CH:25]=[C:24]([CH3:28])[CH:23]=1)=C=O.[CH2:29]([N:31]1[C:43]2[CH:42]=[CH:41][C:40]([NH2:44])=[CH:39][C:38]=2[C:37]2[C:32]1=[CH:33][CH:34]=[CH:35][CH:36]=2)[CH3:30]>>[CH2:29]([N:31]1[C:43]2[CH:42]=[CH:41][C:40]([NH:44][C:16]([C@@H:9]3[CH2:10][C:11](=[N:13][O:14][CH3:15])[CH2:12][N:8]3[C:6]([NH:19][C:22]3[CH:27]=[CH:26][CH:25]=[C:24]([CH3:28])[CH:23]=3)=[O:7])=[O:18])=[CH:39][C:38]=2[C:37]2[C:32]1=[CH:33][CH:34]=[CH:35][CH:36]=2)[CH3:30]. Procedure: Following the general method as outlined in Example 22, starting from (2S,4EZ)-1-(tert-butoxycarbonyl)-4-(methoxyimino)-2-pyrrolidinecarboxylic acid, 1-isocyanato-3-methylbenzene, and 9-ethyl-9H-carbazol-3-amine the title compound was obtained in 89% purity by LC/MS. MS(ESI+): m/z=484.4. Reactants: 56, C(C1=CC=CC=C1)OC=1C=C(C=C[N+](=O)[O-])C=CC1OC (3-benzyloxy-4-methoxy-β-nitrostyrene), [OH-].[Na+] (sodium hydroxide), 20, [H-].[Al+3].[Li+].[H-].[H-].[H-] (lithium aluminum hydride). Solvent: O1CCCC1 (tetrahydrofuran), O1CCCC1 (tetrahydrofuran), O (water), C(C)OCC (ethyl ether), O1CCCC1 (tetrahydrofuran), O (water). The product is C(C1=CC=CC=C1)OC=1C=C(CCN)C=CC1OC (3-benzyloxy-4-methoxyphenethylamine). As a reaction SMILES: [H-].[Al+3].[Li+].[H-].[H-].[H-].[CH2:7]([O:14][C:15]1[CH:16]=[C:17]([CH:23]=[CH:24][C:25]=1[O:26][CH3:27])[CH:18]=[CH:19][N+:20]([O-])=O)[C:8]1[CH:13]=[CH:12][CH:11]=[CH:10][CH:9]=1.[OH-].[Na+]>O.O1CCCC1.C(OCC)C>[CH2:7]([O:14][C:15]1[CH:16]=[C:17]([CH:23]=[CH:24][C:25]=1[O:26][CH3:27])[CH2:18][CH2:19][NH2:20])[C:8]1[CH:9]=[CH:10][CH:11]=[CH:12][CH:13]=1 |f:0.1.2.3.4.5,7.8|. Procedure details: To a suspension of 20 parts of lithium aluminum hydride in 444 parts of tetrahydrofuran and 177 parts of ethyl ether is added portionwise, over a 1 hour period, a warm solution of 56 parts of 3-benzyloxy-4-methoxy-β-nitrostyrene in 267 parts of tetrahydrofuran. The reaction mixture is refluxed for an additional 2 hours, then is cooled in ice and decomposed by adding 40 parts of water in 71 parts of tetrahydrofuran, followed by 40 parts by volume of a 25% by weight aqueous sodium hydroxide soluti... The reactants are C(C)OC(C)OCC#CC(=O)C1=CC=C(C=C1)Cl (4-(1-ethoxyethoxy)-1-(4-chlorophenyl)-2-butyn-1-one), Cl (hydrochloric acid). Run in O1CCCC1 (tetrahydrofuran). Run at time 30 minute. The product is ClC1=CC=C(C=C1)C(C#CCO)=O (1-(4-chlorophenyl)-4-hydroxy-2-butyn-1-one). As a reaction SMILES: C(OC([O:6][CH2:7][C:8]#[C:9][C:10]([C:12]1[CH:17]=[CH:16][C:15]([Cl:18])=[CH:14][CH:13]=1)=[O:11])C)C.Cl>O1CCCC1>[Cl:18][C:15]1[CH:14]=[CH:13][C:12]([C:10](=[O:11])[C:9]#[C:8][CH2:7][OH:6])=[CH:17][CH:16]=1. Procedure: A solution of 6.7 g (25 mmol) of 4-(1-ethoxyethoxy)-1-(4-chlorophenyl)-2-butyn-1-one in 90 ml of tetrahydrofuran was treated at room temperature with 25 ml of 2N hydrochloric acid, whereupon the mixture was stirred for 30 minutes. The reaction mixture was then extracted twice with ethyl acetate. The combined organic phases were washed in succession with saturated sodium carbonate solution and with water, dried over magnesium sulphate and concentrated. Crystallization of the residue from ethyl ac... Starting materials: ClC1=CC=C(C=C1)C1=C(C=2N(N=C1)C(NN2)=O)C2=CC=C(C=C2)Cl (7,8-bis(4-chlorophenyl)-[1,2,4]triazolo[4,3-b]pyridazin-3(2H)-one), C(C)(=O)OC1=C(C=CC=C1)CCl (2-(chloromethyl)phenyl acetate), C(=O)([O-])[O-].[K+].[K+] (K2CO3). Run in CN(C)C=O (DMF), CCOC(=O)C (EtOAc). Conditions: temperature 60 celsius. Product: C(C)(=O)OC1=C(C=CC=C1)CN1N=C2N(N=CC(=C2C2=CC=C(C=C2)Cl)C2=CC=C(C=C2)Cl)C1=O (2-((7,8-bis(4-chlorophenyl)-3-oxo-[1,2,4]triazolo[4,3-b]pyridazin-2(3H)-yl)methyl)phenyl acetate). The yield is 99.8%. RXN SMILES: [Cl:1][C:2]1[CH:7]=[CH:6][C:5]([C:8]2[CH:13]=[N:12][N:11]3[C:14](=[O:17])[NH:15][N:16]=[C:10]3[C:9]=2[C:18]2[CH:23]=[CH:22][C:21]([Cl:24])=[CH:20][CH:19]=2)=[CH:4][CH:3]=1.[C:25]([O:28][C:29]1[CH:34]=[CH:33][CH:32]=[CH:31][C:30]=1[CH2:35]Cl)(=[O:27])[CH3:26].C([O-])([O-])=O.[K+].[K+]>CN(C=O)C.CCOC(C)=O>[C:25]([O:28][C:29]1[CH:34]=[CH:33][CH:32]=[CH:31][C:30]=1[CH2:35][N:15]1[C:14](=[O:17])[N:11]2[N:12]=[CH:13][C:8]([C:5]3[CH:6]=[CH:7][C:2]([Cl:1])=[CH:3][CH:4]=3)=[C:9]([C:18]3[CH:23]=[CH:22][C:21]([Cl:24])=[CH:20][CH:19]=3)[C:10]2=[N:16]1)(=[O:27])[CH3:26] |f:2.3.4|. Procedure: To a solution of the 7,8-bis(4-chlorophenyl)-[1,2,4]triazolo[4,3-b]pyridazin-3(2H)-one, (800 mg, 2.24 mmol), prepared as described in Example 1, in 30 mL of DMF was added 2-(chloromethyl)phenyl acetate (497 mg, 2.69 mmol), followed by K2CO3 (619 mg, 4.48 mmol). The reaction was heated at 60° C. for overnight. After this time, the reaction was allowed to cool to RT and then was diluted with 250 mL of EtOAc. The resultant solution was washed with saturated aqueous NaCl (100 mL×3). The organic laye... Starting materials: NC1=CC=C(OCC2(OC3=C(C(=C(C(=C3CC2)C)OCC)C)C)C)C=C1 (2-(4-aminophenoxymethyl)-6-ethoxy-2,5,7,8-tetramethylchroman), C(C=C)(=O)OCC (ethyl acrylate), cuprous oxide, Cl (hydrochloric acid), N(=O)[O-].[Na+] (sodium nitrite). The solvent is CC(=O)C (acetone). Product: ClC(C(=O)OCC)CC1=CC=C(C=C1)OCC1(OC2=C(C(=C(C(=C2CC1)C)OCC)C)C)C (Ethyl 2-chloro-3-[4-(6-ethoxy-2,5,7,8-tetramethylchroman-2-ylmethoxy)phenyl]propionate). RXN SMILES: N[C:2]1[CH:26]=[CH:25][C:5]([O:6][CH2:7][C:8]2([CH3:24])[CH2:17][CH2:16][C:15]3[C:10](=[C:11]([CH3:23])[C:12]([CH3:22])=[C:13]([O:19][CH2:20][CH3:21])[C:14]=3[CH3:18])[O:9]2)=[CH:4][CH:3]=1.[ClH:27].N([O-])=O.[Na+].[C:32]([O:36][CH2:37][CH3:38])(=[O:35])[CH:33]=[CH2:34]>CC(C)=O>[Cl:27][CH:33]([CH2:34][C:2]1[CH:26]=[CH:25][C:5]([O:6][CH2:7][C:8]2([CH3:24])[CH2:17][CH2:16][C:15]3[C:10](=[C:11]([CH3:23])[C:12]([CH3:22])=[C:13]([O:19][CH2:20][CH3:21])[C:14]=3[CH3:18])[O:9]2)=[CH:4][CH:3]=1)[C:32]([O:36][CH2:37][CH3:38])=[O:35] |f:2.3|. Procedure: The procedure described in Preparation 64 was repeated, except that 9.5 g of 2-(4-aminophenoxymethyl)-6-ethoxy-2,5,7,8-tetramethylchroman (prepared as described in Preparation 63), 10 ml of concentrated hydrochloric acid, 2.4 g of sodium nitrite, 26.8 g of ethyl acrylate, 0.4 g of cuprous oxide and 100 ml of acetone were used as the starting materials, to give the title compound. Reactants: Cc1ccc(S(=O)(=O)OCC(O)Cc2cccc(C(C)(C)C)c2O)cc1, c1ccc(P(c2ccccc2)c2ccccc2)cc1. The product is Cc1ccc(S(=O)(=O)OCC2Cc3cccc(C(C)(C)C)c3O2)cc1. RXN SMILES: [CH3:1][c:2]1[cH:3][cH:4][c:5]([S:8](=[O:9])(=[O:10])[O:11][CH2:12][CH:13]([CH2:14][c:15]2[c:16]([OH:25])[c:17]([C:21]([CH3:22])([CH3:23])[CH3:24])[cH:18][cH:19][cH:20]2)[OH:26])[cH:6][cH:7]1.[c:27]1([P:28]([c:29]2[cH:30][cH:31][cH:32][cH:33][cH:34]2)[c:35]2[cH:36][cH:37][cH:38][cH:39][cH:40]2)[cH:41][cH:42][cH:43][cH:44][cH:45]1>>[CH3:1][c:2]1[cH:3][cH:4][c:5]([S:8](=[O:9])(=[O:10])[O:11][CH2:12][CH:13]2[CH2:14][c:15]3[c:16]([c:17]([C:21]([CH3:22])([CH3:23])[CH3:24])[cH:18][cH:19][cH:20]3)[O:26]2)[cH:6][cH:7]1.